From a dataset of the Open Reaction Database (ORD), a public repository of structured organic reaction records. describe an organic reaction: reactants, conditions, products, and yield Starting materials: Cc1ccc(-c2nc(C)cc(Cl)n2)cc1, Oc1ccccc1. The product is Cc1ccc(-c2nc(C)cc(Oc3ccccc3)n2)cc1. RXN SMILES: [Cl:8][c:9]1[n:10][c:11](-[c:16]2[cH:17][cH:18][c:19]([CH3:22])[cH:20][cH:21]2)[n:12][c:13]([CH3:15])[cH:14]1.[OH:1][c:2]1[cH:3][cH:4][cH:5][cH:6][cH:7]1>>[O:1]([c:2]1[cH:3][cH:4][cH:5][cH:6][cH:7]1)[c:9]1[n:10][c:11](-[c:16]2[cH:17][cH:18][c:19]([CH3:22])[cH:20][cH:21]2)[n:12][c:13]([CH3:15])[cH:14]1. The reactants are ClC=1C(C(=C(C(C1Cl)=O)C#N)C#N)=O (2,3-Dichloro-5,6-dicyano-1,4-benzoquinone), CC1=C(C(=C(C=2OCCC21)C=CC(C)=O)C)C (1-(4,5,6-trimethyl-2,3-dihydrobenzo[b]furan-7-yl)-but-1-en-3-one). Run in C1(=CC=CC=C1)C (toluene). Reaction conditions: time 24 hour. Yields the product CC1=C(C(=C(C=2OC=CC21)C=CC(C)=O)C)C (1-(4,5,6-trimethylbenzo[b]furan-7-yl)but-1-en-3-one). Yield: 84.7%. RXN SMILES: ClC1C(=O)C(C#N)=C(C#N)C(=O)C=1Cl.[CH3:15][C:16]1[C:24]2[CH2:23][CH2:22][O:21][C:20]=2[C:19]([CH:25]=[CH:26][C:27](=[O:29])[CH3:28])=[C:18]([CH3:30])[C:17]=1[CH3:31]>C1(C)C=CC=CC=1>[CH3:15][C:16]1[C:24]2[CH:23]=[CH:22][O:21][C:20]=2[C:19]([CH:25]=[CH:26][C:27](=[O:29])[CH3:28])=[C:18]([CH3:30])[C:17]=1[CH3:31]. Procedure: 2,3-Dichloro-5,6-dicyano-1,4-benzoquinone (5.0 g) was added to a solution of 1-(4,5,6-trimethyl-2,3-dihydrobenzo[b]furan-7-yl)-but-1-en-3-one (5.0 g) in toluene (100 ml) and the mixture was stirred at room temperature for a period of 24 hours. The solvent was evaporated by distillation under reduced pressure and the residue was purified by column chromatography over silica gel with dichloromethane elution to give 1-(4,5,6-trimethylbenzo[b]furan-7-yl)but-1-en-3-one (4.2 g; 85%) as a pale yellow s... RXN SMILES: [CH2:1]([O:2][C:3](=[O:4])[N:11]1[CH2:12][c:13]2[n:14]([CH2:24][c:25]3[cH:26][cH:27][c:28]([C:31]([F:32])([F:33])[F:34])[cH:29][cH:30]3)[c:15]3[cH:16][cH:17][cH:18][cH:19][c:20]3[c:21]2[CH2:22][CH2:23]1)[c:5]1[cH:6][cH:7][cH:8][cH:9][cH:10]1.[CH3:36][OH:37].[ClH:35].[O:38]1[CH2:39][CH2:40][O:41][CH2:42][CH2:43]1>>[ClH:35].[NH:11]1[CH2:12][c:13]2[n:14]([CH2:24][c:25]3[cH:26][cH:27][c:28]([C:31]([F:32])([F:33])[F:34])[cH:29][cH:30]3)[c:15]3[cH:16][cH:17][cH:18][cH:19][c:20]3[c:21]2[CH2:22][CH2:23]1. The product is Cl, FC(F)(F)c1ccc(Cn2c3c(c4ccccc42)CCNC3)cc1. Starting materials: O=C(OCc1ccccc1)N1CCc2c(n(Cc3ccc(C(F)(F)F)cc3)c3ccccc23)C1, CO, Cl, C1COCCO1. Reactants: COc1c(Cl)ccc(Br)c1F, [Li]CCCC, CCOCC, CN(C)C=O. Yields the product COc1c(Cl)ccc(C=O)c1F. RXN SMILES: [Br:1][c:2]1[c:3]([F:11])[c:4]([O:9][CH3:10])[c:5]([Cl:8])[cH:6][cH:7]1.[CH2:12]([Li:13])[CH2:14][CH2:15][CH3:16].[CH3:22][CH2:23][O:24][CH2:25][CH3:26].[O:17]=[CH:18][N:19]([CH3:20])[CH3:21]>>[c:2]1([CH:18]=[O:17])[c:3]([F:11])[c:4]([O:9][CH3:10])[c:5]([Cl:8])[cH:6][cH:7]1.